From a dataset of the Open Reaction Database (ORD), a public repository of structured organic reaction records. describe an organic reaction: reactants, conditions, products, and yield Reactants: Cl.CNO (N-methyl hydroxylamine hydrochloride), FC1=CC=C(CN2C=C(C=3C2=CN=C(C3)C(=O)O)COCCN3C(CCC3)=O)C=C1 (1-(4-fluorobenzyl)-3-{[2-(2-oxopyrrolidin-1-yl)ethoxy]methyl}-1H-pyrrolo[2,3-c]pyridine-5-carboxylic acid), ClC1=NC(=NC(=N1)OC)OC (2-chloro-4,6-dimethoxy-1,3,5-triazine), CN1CCOCC1 (N-methyl morpholine). Solvent: CN(C)C=O (DMF). Run at time 2 hour. Product: FC1=CC=C(CN2C=C(C=3C2=CN=C(C3)C(=O)N(C)O)COCCN3C(CCC3)=O)C=C1 (1-(4-fluorobenzyl)-N-hydroxy-N-methyl-3-{[2-(2-oxopyrrolidin-1-yl)ethoxy]methyl}-1H-pyrrolo[2,3-c]pyridine-5-carboxamide). Yield: 48.5%. RXN SMILES: [F:1][C:2]1[CH:30]=[CH:29][C:5]([CH2:6][N:7]2[C:11]3=[CH:12][N:13]=[C:14]([C:16]([OH:18])=O)[CH:15]=[C:10]3[C:9]([CH2:19][O:20][CH2:21][CH2:22][N:23]3[CH2:27][CH2:26][CH2:25][C:24]3=[O:28])=[CH:8]2)=[CH:4][CH:3]=1.ClC1N=C(OC)N=C(OC)N=1.CN1CCOCC1.Cl.[CH3:50][NH:51][OH:52]>CN(C=O)C>[F:1][C:2]1[CH:30]=[CH:29][C:5]([CH2:6][N:7]2[C:11]3=[CH:12][N:13]=[C:14]([C:16]([N:51]([OH:52])[CH3:50])=[O:18])[CH:15]=[C:10]3[C:9]([CH2:19][O:20][CH2:21][CH2:22][N:23]3[CH2:27][CH2:26][CH2:25][C:24]3=[O:28])=[CH:8]2)=[CH:4][CH:3]=1 |f:3.4|. Procedure: To a stirring solution of 1-(4-fluorobenzyl)-3-{[2-(2-oxopyrrolidin-1-yl)ethoxy]methyl}-1H-pyrrolo[2,3-c]pyridine-5-carboxylic acid (0.817 g, 1.99 mmol) and 2-chloro-4,6-dimethoxy-1,3,5-triazine (0.418 g, 2.38 mmol) in DMF (20 mL) was added N-methyl morpholine (0.2409, 2.38 mmol). After stirring at room temperature for 2 hours, N-methyl hydroxylamine hydrochloride (1.66 g, 19.9 mmol) was added. The reaction stirred for 16 hours at room temperature. After stirring for 16 hours, the reaction was c... Starting materials: CCN=C=NCCCN(C)C, O=C(O)c1ccc2cncn2c1Nc1ccc(C2CC2)cc1F, C=COCCON, CCN(C(C)C)C(C)C, Cl, CN(C)C=O, On1nnc2ccccc21. Product: C=COCCONC(=O)c1ccc2cncn2c1Nc1ccc(C2CC2)cc1F. RXN SMILES: [CH3:41][CH2:42][N:43]=[C:44]=[N:45][CH2:46][CH2:47][CH2:48][N:49]([CH3:50])[CH3:51].[CH:1]1([c:4]2[cH:5][c:6]([F:23])[c:7]([NH:10][c:11]3[c:12]([C:20](=[O:21])[OH:22])[cH:13][cH:14][c:15]4[n:16]3[cH:17][n:18][cH:19]4)[cH:8][cH:9]2)[CH2:2][CH2:3]1.[CH:24](=[CH2:25])[O:26][CH2:27][CH2:28][O:29][NH2:30].[CH:53]([N:54]([CH2:55][CH3:56])[CH:57]([CH3:58])[CH3:59])([CH3:60])[CH3:61].[ClH:52].[O:62]=[CH:63][N:64]([CH3:65])[CH3:66].[OH:31][n:32]1[c:33]2[c:34]([cH:35][cH:36][cH:37][cH:38]2)[n:39][n:40]1>>[CH:1]1([c:4]2[cH:5][c:6]([F:23])[c:7]([NH:10][c:11]3[c:12]([C:20](=[O:21])[NH:30][O:29][CH2:28][CH2:27][O:26][CH:24]=[CH2:25])[cH:13][cH:14][c:15]4[n:16]3[cH:17][n:18][cH:19]4)[cH:8][cH:9]2)[CH2:2][CH2:3]1. The reactants are C1CCOC1, CO, COC(=O)CCCCc1nnc(-c2ccccn2)o1, [Na+], [OH-]. Product: O=C(O)CCCCc1nnc(-c2ccccn2)o1. Reaction SMILES: [CH2:22]1[O:23][CH2:24][CH2:25][CH2:26]1.[CH3:27][OH:28].[CH3:3][O:4][C:5]([CH2:6][CH2:7][CH2:8][CH2:9][c:10]1[o:11][c:12](-[c:15]2[n:16][cH:17][cH:18][cH:19][cH:20]2)[n:13][n:14]1)=[O:21].[Na+:2].[OH-:1]>>[O:4]=[C:5]([CH2:6][CH2:7][CH2:8][CH2:9][c:10]1[o:11][c:12](-[c:15]2[n:16][cH:17][cH:18][cH:19][cH:20]2)[n:13][n:14]1)[OH:21]. Starting materials: [H][H], O=[N+]([O-])c1ccc2c(c1)OC(CC(F)(F)F)(C(F)(F)F)O2, C1CCOC1. Product: Nc1ccc2c(c1)OC(CC(F)(F)F)(C(F)(F)F)O2. As a reaction SMILES: [H:27][H:28].[N+:1]([O-:2])(=[O:3])[c:4]1[cH:5][c:6]2[c:7]([cH:20][cH:21]1)[O:8][C:9]([C:11]([F:12])([F:13])[F:14])([CH2:15][C:16]([F:17])([F:18])[F:19])[O:10]2.[O:22]1[CH2:23][CH2:24][CH2:25][CH2:26]1>>[NH2:1][c:4]1[cH:5][c:6]2[c:7]([cH:20][cH:21]1)[O:8][C:9]([C:11]([F:12])([F:13])[F:14])([CH2:15][C:16]([F:17])([F:18])[F:19])[O:10]2.